From a dataset of the Open Reaction Database (ORD), a public repository of structured organic reaction records. describe an organic reaction: reactants, conditions, products, and yield The reactants are CCO, Cl, N#CCc1ccccc1C(F)(F)C(F)(F)c1ccccc1. Product: NCCc1ccccc1C(F)(F)C(F)(F)c1ccccc1. As a reaction SMILES: [CH3:23][CH2:24][OH:25].[ClH:22].[F:1][C:2]([C:3]([c:4]1[cH:5][cH:6][cH:7][cH:8][cH:9]1)([F:10])[F:11])([F:12])[c:13]1[c:14]([CH2:19][C:20]#[N:21])[cH:15][cH:16][cH:17][cH:18]1>>[F:1][C:2]([C:3]([c:4]1[cH:5][cH:6][cH:7][cH:8][cH:9]1)([F:10])[F:11])([F:12])[c:13]1[c:14]([CH2:19][CH2:20][NH2:21])[cH:15][cH:16][cH:17][cH:18]1. Starting materials: FC1=CC(=C2NC(C(NC2=C1)=O)=O)C(F)(F)F (7-fluoro-5-trifluoromethyl-1,4-dihydro-2,3-quinoxalinedione), [N+](=O)([O-])[O-].[K+] (KNO3), ice water. The solvent is [OH-].[K+] (KOH), OS(=O)(=O)O (H2SO4). Conditions: time 14 hour. Yields the product FC1=C(C(=C2NC(C(NC2=C1)=O)=O)C(F)(F)F)[N+](=O)[O-] (7-Fluoro-6-nitro-5-trifluoromethyl-1,4-dihydro-2,3-quinoxalinedione). Yield: 76.8%. Reaction SMILES: [F:1][C:2]1[CH:11]=[C:10]2[C:5]([NH:6][C:7](=[O:13])[C:8](=[O:12])[NH:9]2)=[C:4]([C:14]([F:17])([F:16])[F:15])[CH:3]=1.[N+:18]([O-])([O-:20])=[O:19].[K+]>OS(O)(=O)=O.[OH-].[K+]>[F:1][C:2]1[CH:11]=[C:10]2[C:5]([NH:6][C:7](=[O:13])[C:8](=[O:12])[NH:9]2)=[C:4]([C:14]([F:16])([F:17])[F:15])[C:3]=1[N+:18]([O-:20])=[O:19] |f:1.2,4.5|. Reported procedure: To a solution of 7-fluoro-5-trifluoromethyl-1,4-dihydro-2,3-quinoxalinedione (60 mg, 0.24 mmol) in concentrated H2SO4 (1 mL) at 0° C. was added KNO3 (27 mg, 0.26 mmol, Baker). The mixture was stirred at 90°-100° C. for 14 h, then cooled to room temperature and poured into ice water (2 g). The precipitate was collected by filtration, affording 64 mg (90%) of crude title compound. It was dissolved in 1N KOH (2 mL) and filtered. The filtrate was acidified to pH=2 with 4N HCl to give a yellow precip... The reactants are C(C)(C)(C)OC(=O)N1CCC(=CC1)C1=CC=C(C=C1)Br (4-(4-Bromophenyl)-3,6-dihydro-2H-pyridine-1-carboxylic acid tert-butyl ester), C([O-])([O-])=O.[K+].[K+] (Potassium carbonate), BrC1=NC=CC=N1 (2-bromopyrimidine), final mixture, Palladium tetrakistriphenylphosphine, bis(pinacolate)diboron, C(Cl)Cl (CH2Cl2), C(C)(=O)[O-].[K+] (potassium acetate). The reagents and catalysts are C1=CC=C(C=C1)P([C-]2C=CC=C2)C3=CC=CC=C3.C1=CC=C(C=C1)P([C-]2C=CC=C2)C3=CC=CC=C3.Cl[Pd]Cl.[Fe+2] (PdCl2(dppf)). The solvent is O (water), O (water), C(C)(=O)OCC (ethyl acetate), CS(=O)C (Methyl sulfoxide). Reaction conditions: temperature 100 celsius. Product: C(C)(C)(C)OC(=O)N1CCC(=CC1)C1=CC=C(C=C1)C1=NC=CC=N1 (4-(4-pyrimidin-2-yl-phenyl)-3,6-dihydro-2H-pyridine-1-carboxylic acid tert-butyl ester). Reaction SMILES: [C:1]([O:5][C:6]([N:8]1[CH2:13][CH:12]=[C:11]([C:14]2[CH:19]=[CH:18][C:17](Br)=[CH:16][CH:15]=2)[CH2:10][CH2:9]1)=[O:7])([CH3:4])([CH3:3])[CH3:2].C(Cl)Cl.C([O-])(=O)C.[K+].C(=O)([O-])[O-].[K+].[K+].Br[C:36]1[N:41]=[CH:40][CH:39]=[CH:38][N:37]=1>C1C=CC(P(C2C=CC=CC=2)[C-]2C=CC=C2)=CC=1.C1C=CC(P(C2C=CC=CC=2)[C-]2C=CC=C2)=CC=1.Cl[Pd]Cl.[Fe+2].O.C(OCC)(=O)C.CS(C)=O>[C:1]([O:5][C:6]([N:8]1[CH2:13][CH:12]=[C:11]([C:14]2[CH:19]=[CH:18][C:17]([C:36]3[N:41]=[CH:40][CH:39]=[CH:38][N:37]=3)=[CH:16][CH:15]=2)[CH2:10][CH2:9]1)=[O:7])([CH3:4])([CH3:3])[CH3:2] |f:2.3,4.5.6,8.9.10.11|. Procedure: 4-(4-Bromophenyl)-3,6-dihydro-2H-pyridine-1-carboxylic acid tert-butyl ester (19.5 g, 0.058 mol), bis(pinacolate)diboron (22.0 g, 0.086 mol), PdCl2(dppf).CH2Cl2 (4.74 g, 0.0058 mol), potassium acetate (17.0 g, 0.17 mol) were weighted into a 1 L 2-necked round bottomed flask equipped with a reflux condenser. Methyl sulfoxide (400 ml) was added and the mixture was purged with nitrogen for 20 min before it was heated at 100° C. for 2 hr under nitrogen. The mixture was cooled to r.t. Potassium carbo... Reactants: COC([C@@H](N)CC1=CC=CC=C1)=O (L-phenylalanine methyl ester), cyclo-glycyl-L-phenylalanine, C(=O)(N1C=NC=C1)N1C=NC=C1 (carbonyldiimidazole), C(C1=CC=CC=C1)OC(=O)NCC(=O)O (N-benzyloxycarbonyl-glycine), oil, O (water), C(=O)=O (CO2), acylimidazolides. Reported procedure: Solid carbonyldiimidazole (79.10 g, 0.488 mol) was added to a room temperature solution of N-benzyloxycarbonyl-glycine (117.11 g, 0.560 mol) in anhydrous tetrahydrofuran (THF, 600 mL). The resulting solution was stirred for 45 minutes until CO2 evolution had ceased. A solution of L-phenylalanine methyl ester (79.65 g, 0.444 mol) in anhydrous THF (~200 mL) was then added. The reaction temperature was maintained below 40° C. by application of a water bath to the exterior of the reaction vessel. Af... RXN SMILES: C(N1C=CN=C1)(N1C=CN=C1)=O.[CH2:13]([O:20][C:21]([NH:23][CH2:24][C:25]([OH:27])=O)=[O:22])[C:14]1[CH:19]=[CH:18][CH:17]=[CH:16][CH:15]=1.C(=O)=O.[CH3:31][O:32][C:33](=[O:43])[C@H:34]([CH2:36][C:37]1[CH:42]=[CH:41][CH:40]=[CH:39][CH:38]=1)[NH2:35].O>O1CCCC1>[CH3:31][O:32][C:33](=[O:43])[C@H:34]([CH2:36][C:37]1[CH:42]=[CH:41][CH:40]=[CH:39][CH:38]=1)[NH:35][C:25](=[O:27])[CH2:24][NH:23][C:21]([O:20][CH2:13][C:14]1[CH:15]=[CH:16][CH:17]=[CH:18][CH:19]=1)=[O:22]. The solvent is O1CCCC1 (THF), O1CCCC1 (tetrahydrofuran). Yields the product COC([C@@H](NC(CNC(=O)OCC1=CC=CC=C1)=O)CC1=CC=CC=C1)=O (N-Benzyloxycarbonyl-glycyl-L-phenylalanine Methyl Ester). Reaction conditions: time 2 hour. Starting materials: NCCOCC=1NC(=C(C(C1C(=O)OCC)C1=C(C=CC=C1)Cl)C(=O)OC)C (2-[2-Aminoethoxymethyl]-3-ethoxycarbonyl-4-(2-chlorophenyl)-5-methoxycarbonyl-6-methyl-1,4-dihydropyridine), CSC(=NC#N)SC (dimethyl N-cyanoimidodithiocarbonate), CCOCC (Ether). Run in C(C)(C)O (isopropanol). Run at time 4 hour. Product: ClC1=C(C=CC=C1)C1C(=C(NC(=C1C(=O)OC)C)COCCNC(SC)=NC#N)C(=O)OCC (N-{2-[(4-{2-Chlorophenyl}-3-ethoxycarbonyl-5-methoxycarbonyl-6-methyl-1,4-dihydropyrid-2-yl)methoxy]ethyl}-N'-cyano-S-methyl-isothiourea). RXN SMILES: [NH2:1][CH2:2][CH2:3][O:4][CH2:5][C:6]1[NH:7][C:8]([CH3:28])=[C:9]([C:24]([O:26][CH3:27])=[O:25])[CH:10]([C:17]2[CH:22]=[CH:21][CH:20]=[CH:19][C:18]=2[Cl:23])[C:11]=1[C:12]([O:14][CH2:15][CH3:16])=[O:13].[CH3:29][S:30][C:31](SC)=[N:32][C:33]#[N:34].CCOCC>C(O)(C)C>[Cl:23][C:18]1[CH:19]=[CH:20][CH:21]=[CH:22][C:17]=1[CH:10]1[C:9]([C:24]([O:26][CH3:27])=[O:25])=[C:8]([CH3:28])[NH:7][C:6]([CH2:5][O:4][CH2:3][CH2:2][NH:1][C:31](=[N:32][C:33]#[N:34])[S:30][CH3:29])=[C:11]1[C:12]([O:14][CH2:15][CH3:16])=[O:13]. Procedure details: 2-[2-Aminoethoxymethyl]-3-ethoxycarbonyl-4-(2-chlorophenyl)-5-methoxycarbonyl-6-methyl-1,4-dihydropyridine (4.3 g) and dimethyl N-cyanoimidodithiocarbonate (2 g) in isopropanol (15 ml) were allowed to stand at room temperature for 4 hours. Ether (30 ml) was then added and the mixture was stood at room temperature overnight. The crystalline precipitate was filtered, washed with ether and dried, yield of the title compound 5.0 g, m.p. 177°-179°. The reactants are C1COCCO1, COc1c(B2OC(C)(C)C(C)(C)O2)cccc1[N+](=O)[O-], COC(=O)c1ccc(Br)o1, [Na+], [Na+], O=C([O-])[O-], c1ccc(P(c2ccccc2)(c2ccccc2)[Pd](P(c2ccccc2)(c2ccccc2)c2ccccc2)(P(c2ccccc2)(c2ccccc2)c2ccccc2)P(c2ccccc2)(c2ccccc2)c2ccccc2)cc1. As a reaction SMILES: [CH2:37]1[O:38][CH2:39][CH2:40][O:41][CH2:42]1.[CH3:1][O:2][c:3]1[c:4]([B:12]2[O:13][C:14]([CH3:15])([CH3:16])[C:17]([CH3:18])([CH3:19])[O:20]2)[cH:5][cH:6][cH:7][c:8]1[N+:9](=[O:10])[O-:11].[CH3:21][O:22][C:23](=[O:24])[c:25]1[o:26][c:27]([Br:30])[cH:28][cH:29]1.[Na+:31].[Na+:32].[O-:33][C:34](=[O:35])[O-:36].[cH:43]1[cH:44][cH:45][c:46]([P:47]([Pd:48]([P:49]([c:50]2[cH:51][cH:52][cH:53][cH:54][cH:55]2)([c:56]2[cH:57][cH:58][cH:59][cH:60][cH:61]2)[c:62]2[cH:63][cH:64][cH:65][cH:66][cH:67]2)([P:68]([c:69]2[cH:70][cH:71][cH:72][cH:73][cH:74]2)([c:75]2[cH:76][cH:77][cH:78][cH:79][cH:80]2)[c:81]2[cH:82][cH:83][cH:84][cH:85][cH:86]2)[P:87]([c:88]2[cH:89][cH:90][cH:91][cH:92][cH:93]2)([c:94]2[cH:95][cH:96][cH:97][cH:98][cH:99]2)[c:100]2[cH:101][cH:102][cH:103][cH:104][cH:105]2)([c:106]2[cH:107][cH:108][cH:109][cH:110][cH:111]2)[c:112]2[cH:113][cH:114][cH:115][cH:116][cH:117]2)[cH:118][cH:119]1>>[CH3:1][O:2][c:3]1[c:4](-[c:27]2[o:26][c:25]([C:23]([O:22][CH3:21])=[O:24])[cH:29][cH:28]2)[cH:5][cH:6][cH:7][c:8]1[N+:9](=[O:10])[O-:11]. Yields the product COC(=O)c1ccc(-c2cccc([N+](=O)[O-])c2OC)o1. Starting materials: C([O-])([O-])=O.[K+].[K+] (potassium carbonate), ClC1=CC=NC2=C(C=CC=C12)C(F)(F)F (4-chloro-8-(trifluoromethyl)quinoline), COC(=O)C1=CNC2=CC=CC=C12 (3-methoxycarbonyl-1H-indole). The solvent is CN(C=O)C (dimethylformamide), C(C)(=O)OCC (ethyl acetate), O (water). Reaction conditions: temperature 100 celsius, time 20 hour. Product: COC(=O)C1=CN(C2=CC=CC=C12)C1=CC=NC2=C(C=CC=C12)C(F)(F)F (3-methoxycarbonyl-1-(8-(trifluoromethyl)quinol-4-yl)-1H-indole). The yield is 84.6%. As a reaction SMILES: C(=O)([O-])[O-].[K+].[K+].Cl[C:8]1[C:17]2[C:12](=[C:13]([C:18]([F:21])([F:20])[F:19])[CH:14]=[CH:15][CH:16]=2)[N:11]=[CH:10][CH:9]=1.[CH3:22][O:23][C:24]([C:26]1[C:34]2[C:29](=[CH:30][CH:31]=[CH:32][CH:33]=2)[NH:28][CH:27]=1)=[O:25]>CN(C)C=O.C(OCC)(=O)C.O>[CH3:22][O:23][C:24]([C:26]1[C:34]2[C:29](=[CH:30][CH:31]=[CH:32][CH:33]=2)[N:28]([C:8]2[C:17]3[C:12](=[C:13]([C:18]([F:21])([F:20])[F:19])[CH:14]=[CH:15][CH:16]=3)[N:11]=[CH:10][CH:9]=2)[CH:27]=1)=[O:25] |f:0.1.2|. Procedure: 1.04 g (7.5 mmol) of potassium carbonate and 0.695 g (3 mmol) of 4-chloro-8-(trifluoromethyl)quinoline are added to 0.525 g (3 mmol) of 3-methoxycarbonyl-1H-indole in 10 cm3 of dimethylformamide under an argon atmosphere. After stirring at a temperature in the region of 100° C. for 20 hours, the reaction mixture is cooled and diluted with 100 cm3 of ethyl acetate and 100 cm3 of water. The organic phase is separated off by settling and washed with twice 100 cm3 of water and 100 cm3 of saturated a... The reactants are COC1=CC=C2[C@@H]([C@](CSC2=C1)(C)C1=CC=C(C=C1)OC)CC=C ((3R,4R)-7-methoxy-3-(4-methoxy-phenyl)-3-methyl-4-(2-propenyl)thiochroman), FC(CCCC(C(=O)OCC)CCCCCCC=C)(C(F)(F)F)F (ethyl 2-(4,4,5,5,5-pentafluoropentyl)-9-decenoate), ICCCC(C(F)(F)F)(F)F (1-iodo-4,4,5,5,5-pentafluoropentane), C(CC(=O)OCC)(=O)OCC (diethyl malonate), ICCCCCCC=C (1-iodo-7-octene). Yields the product OC1=CC=C2[C@@H]([C@](CSC2=C1)(C)C1=CC=C(C=C1)O)CCCCCCCCCC(C(=O)O)CCCC(C(F)(F)F)(F)F (11-[(3R,4R)-7-hydroxy-3-(4-hydroxyphenyl)-3-methylthiochroman-4-yl]-2-(4,4,5,5,5-pentafluoropentyl)undecanoic acid). RXN SMILES: C[O:2][C:3]1[CH:12]=[C:11]2[C:6]([C@H:7]([CH2:22]C=C)[C@@:8]([C:14]3[CH:19]=[CH:18][C:17]([O:20]C)=[CH:16][CH:15]=3)([CH3:13])[CH2:9][S:10]2)=[CH:5][CH:4]=1.[F:25][C:26]([F:48])([C:44]([F:47])([F:46])[F:45])[CH2:27][CH2:28][CH2:29][CH:30]([CH2:36][CH2:37][CH2:38][CH2:39][CH2:40][CH2:41][CH:42]=[CH2:43])[C:31]([O:33]CC)=[O:32].ICCCC(F)(F)C(F)(F)F.C(OCC)(=O)CC(OCC)=O.ICCCCCCC=C>>[OH:2][C:3]1[CH:12]=[C:11]2[C:6]([C@H:7]([CH2:22][CH2:43][CH2:42][CH2:41][CH2:40][CH2:39][CH2:38][CH2:37][CH2:36][CH:30]([CH2:29][CH2:28][CH2:27][C:26]([F:25])([F:48])[C:44]([F:45])([F:46])[F:47])[C:31]([OH:33])=[O:32])[C@@:8]([C:14]3[CH:15]=[CH:16][C:17]([OH:20])=[CH:18][CH:19]=3)([CH3:13])[CH2:9][S:10]2)=[CH:5][CH:4]=1. Procedure details: Starting with the (3R,4R)-7-methoxy-3-(4-methoxy-phenyl)-3-methyl-4-(2-propenyl)thiochroman prepared in Example 2 and ethyl 2-(4,4,5,5,5-pentafluoropentyl)-9-decenoate separately prepared from 1-iodo-4,4,5,5,5-pentafluoropentane, diethyl malonate and 1-iodo-7-octene, a procedure analogous to that as shown in Example 2 or 3 was repeated to give 11-[(3R,4R)-7-hydroxy-3-(4-hydroxyphenyl)-3-methylthiochroman-4-yl]-2-(4,4,5,5,5-pentafluoropentyl)undecanoic acid.